From a dataset of the Open Reaction Database (ORD), a public repository of structured organic reaction records. describe an organic reaction: reactants, conditions, products, and yield The reactants are [BH4-], Cl, Cl, CC(C)NCC(=O)c1cc(F)c(N)c(Cl)c1, [Na+]. Yields the product CC(C)NCC(O)c1cc(F)c(N)c(Cl)c1. RXN SMILES: [BH4-:19].[ClH:1].[ClH:2].[NH2:3][c:4]1[c:5]([Cl:18])[cH:6][c:7]([C:11]([CH2:12][NH:13][CH:14]([CH3:15])[CH3:16])=[O:17])[cH:8][c:9]1[F:10].[Na+:20]>>[NH2:3][c:4]1[c:5]([Cl:18])[cH:6][c:7]([CH:11]([CH2:12][NH:13][CH:14]([CH3:15])[CH3:16])[OH:17])[cH:8][c:9]1[F:10].